Dataset: the Open Reaction Database (ORD), a public repository of structured organic reaction records. Task: describe an organic reaction: reactants, conditions, products, and yield Starting materials: Cc1ccccc1, CCOC(=O)N=NC(=O)OCC, OC1COC2OCCC12, O=C(O)c1ccccc1, c1ccc(P(c2ccccc2)c2ccccc2)cc1. Yields the product O=C(OC1COC2OCCC12)c1ccccc1. RXN SMILES: [CH3:50][c:51]1[cH:52][cH:53][cH:54][cH:55][cH:56]1.[O:19]=[C:20]([O:21][CH2:22][CH3:23])[N:24]=[N:25][C:26]([O:27][CH2:28][CH3:29])=[O:30].[O:1]1[CH2:2][CH:3]([OH:9])[CH:4]2[CH:5]1[O:6][CH2:7][CH2:8]2.[OH:10][C:11](=[O:12])[c:13]1[cH:14][cH:15][cH:16][cH:17][cH:18]1.[c:31]1([P:32]([c:33]2[cH:34][cH:35][cH:36][cH:37][cH:38]2)[c:39]2[cH:40][cH:41][cH:42][cH:43][cH:44]2)[cH:45][cH:46][cH:47][cH:48][cH:49]1>>[O:1]1[CH2:2][CH:3]([O:9][C:11](=[O:10])[c:13]2[cH:14][cH:15][cH:16][cH:17][cH:18]2)[CH:4]2[CH:5]1[O:6][CH2:7][CH2:8]2. Reactants: CCO, CCOC(=O)CCn1ccc2c(-c3noc(-c4ccc(C5CCCCC5)c(C(F)(F)F)c4)n3)cccc21, [Na+], [OH-]. The product is O=C([O-])CCn1ccc2c(-c3noc(-c4ccc(C5CCCCC5)c(C(F)(F)F)c4)n3)cccc21, [Na+]. Reaction SMILES: [CH3:40][CH2:41][OH:42].[CH:1]1([c:7]2[c:8]([C:34]([F:35])([F:36])[F:37])[cH:9][c:10](-[c:13]3[n:14][c:15](-[c:18]4[c:19]5[cH:20][cH:21][n:22]([CH2:27][CH2:28][C:29](=[O:30])[O:31][CH2:32][CH3:33])[c:23]5[cH:24][cH:25][cH:26]4)[n:16][o:17]3)[cH:11][cH:12]2)[CH2:2][CH2:3][CH2:4][CH2:5][CH2:6]1.[Na+:39].[OH-:38]>>[CH:1]1([c:7]2[c:8]([C:34]([F:35])([F:36])[F:37])[cH:9][c:10](-[c:13]3[n:14][c:15](-[c:18]4[c:19]5[cH:20][cH:21][n:22]([CH2:27][CH2:28][C:29](=[O:30])[O-:31])[c:23]5[cH:24][cH:25][cH:26]4)[n:16][o:17]3)[cH:11][cH:12]2)[CH2:2][CH2:3][CH2:4][CH2:5][CH2:6]1.[Na+:39]. Reactants: FC(C(=O)O[BH3-])(F)F (trifluoroacetoxyborohydride), BrC1=CC(=C(C=C1)C(C(=O)OCC)=NOC)C (ethyl (4-bromo-2-methylphenyl)-(methoxyimino)ethanoate), [OH-].[Na+] (NaOH), FC(C(=O)O)(F)F (trifluoroacetic acid), [BH4-].[Na+] (NaBH4), Cl (HCl), [BH4-].[Na+] (NaBH4). Run in C1CCOC1 (THF), C(Cl)Cl (CH2Cl2), O (water), C1CCOC1 (THF). Run at time 30 minute. Yields the product BrC1=CC(=C(C=C1)C(C(=O)OCC)=O)C (Ethyl (4-bromo-2-methylphenyl)(oxo)acetate). The yield is 57.3%. RXN SMILES: [BH4-].[Na+].FC(F)(F)C(O)=[O:6].FC(F)(F)C(O[BH3-])=O.[Br:18][C:19]1[CH:24]=[CH:23][C:22]([C:25](=NOC)[C:26]([O:28][CH2:29][CH3:30])=[O:27])=[C:21]([CH3:34])[CH:20]=1.Cl.[OH-].[Na+]>C1COCC1.O.C(Cl)Cl>[Br:18][C:19]1[CH:24]=[CH:23][C:22]([C:25](=[O:6])[C:26]([O:28][CH2:29][CH3:30])=[O:27])=[C:21]([CH3:34])[CH:20]=1 |f:0.1,6.7|. Reported procedure: To a suspension of NaBH4 (5.56 g, 147 mmol) in THF (100 mL) was added dropwise trifluoroacetic acid (16.7 g, 147 mmol) at a rate which maintained the reaction temperature between 25 and 35° C., and the resulting slurry was stirred at room temperature for 30 minutes. To the trifluoroacetoxyborohydride suspension was added a solution of ethyl (4-bromo-2-methylphenyl)-(methoxyimino)ethanoate (11.0 g, 36.7 mmol) in 20 mL of THF. The resulting light yellow mixture was stirred at reflux for 3.5 h and ... Starting materials: ClC(Cl)Cl, COc1ccc2nc(CO)c(CCO)c(-c3ccc(F)cc3)c2c1. Yields the product COc1ccc2nc3c(c(-c4ccc(F)cc4)c2c1)CCOC3=O. Reaction SMILES: [CH:25]([Cl:26])([Cl:27])[Cl:28].[F:1][c:2]1[cH:3][cH:4][c:5](-[c:8]2[c:9]([CH2:22][CH2:23][OH:24])[c:10]([CH2:20][OH:21])[n:11][c:12]3[cH:13][cH:14][c:15]([O:18][CH3:19])[cH:16][c:17]23)[cH:6][cH:7]1>>[F:1][c:2]1[cH:3][cH:4][c:5](-[c:8]2[c:9]3[c:10]([n:11][c:12]4[cH:13][cH:14][c:15]([O:18][CH3:19])[cH:16][c:17]24)[C:20](=[O:21])[O:24][CH2:23][CH2:22]3)[cH:6][cH:7]1. Reactants: C1CCCCC1 (cyclohexane), S(O)(O)(=O)=O (sulfuric acid), N2O4, O=O (oxygen), product, [N+](=O)([O-])C1C(CCCC1)O (2-nitrocyclohexanol), [N+](=O)([O-])C1CCCCC1 (nitrocyclohexane), carboxylic acids. Run in C(Cl)(Cl)(Cl)Cl (carbon tetrachloride). The product is [N+](=O)(OC1C(CCCC1)[N+](=O)[O-])[O-] (2-nitrocyclohexyl nitrate). Yield: 30.0%. As a reaction SMILES: C1CCCCC1.S(=O)(=O)(O)O.O=O.[N+:14]([CH:17]1[CH2:22][CH2:21][CH2:20][CH2:19][CH:18]1[OH:23])([O-:16])=[O:15].[N+:24](C1CCCCC1)([O-:26])=[O:25]>C(Cl)(Cl)(Cl)Cl>[N+:24]([O-:26])([O:23][CH:18]1[CH2:19][CH2:20][CH2:21][CH2:22][CH:17]1[N+:14]([O-:16])=[O:15])=[O:25]. Procedure: A solution of 4.4 grams (50 mmoles) of cyclohexane in 50 milliliters of carbon tetrachloride containing 1 milliliter of concentrated sulfuric acid was treated with 6.9 grams of N2O4 and 21 grams of oxygen at about 5°C. Analysis of the isolated product (7.3 grams) showed it consisted of a mixture of 2-nitrocyclohexyl nitrate (30 percent yield), 2-nitrocyclohexanol, nitrocyclohexane and carboxylic acids. Reactants: C(C)(C)(C)OC(=O)NCC(=O)O (N-(tert-butoxycarbonyl)glycine), C([O-])([O-])=O.[Cs+].[Cs+] (cesium carbonate). The solvent is O (water). Conditions: time 10 minute. Yields the product [Cs+].C(C)(C)(C)OC(=O)NCC(=O)[O-] (N-(tert-Butoxycarbonyl)glycine cesium salt). RXN SMILES: [C:1]([O:5][C:6]([NH:8][CH2:9][C:10]([OH:12])=[O:11])=[O:7])([CH3:4])([CH3:3])[CH3:2].C(=O)([O-])[O-].[Cs+:17].[Cs+]>O>[Cs+:17].[C:1]([O:5][C:6]([NH:8][CH2:9][C:10]([O-:12])=[O:11])=[O:7])([CH3:4])([CH3:2])[CH3:3] |f:1.2.3,5.6|. Procedure: To a mixture of N-(tert-butoxycarbonyl)glycine (42.0 g) in water (250 ml) was added cesium carbonate (39.1 g). The mixture was stirred at room temperature for 10 minutes. The water was removed by azeotropic distillation with toluene to give the title product. Reactants: C1CCOC1, C[Si](C)(C)[N-][Si](C)(C)C, CI, [Li+], N#Cc1ccc(C2CCCc3cncn32)c(-c2ccccc2)c1. Yields the product CC1(c2ccc(C#N)cc2-c2ccccc2)CCCc2cncn21. As a reaction SMILES: [CH2:36]1[O:37][CH2:38][CH2:39][CH2:40]1.[CH3:25][Si:26]([N-:27][Si:28]([CH3:29])([CH3:30])[CH3:31])([CH3:32])[CH3:33].[CH3:34][I:35].[Li+:24].[cH:1]1[n:2][cH:3][n:4]2[c:5]1[CH2:6][CH2:7][CH2:8][CH:9]2[c:10]1[cH:11][cH:12][c:13]([C:22]#[N:23])[cH:14][c:15]1-[c:16]1[cH:17][cH:18][cH:19][cH:20][cH:21]1>>[cH:1]1[n:2][cH:3][n:4]2[c:5]1[CH2:6][CH2:7][CH2:8][C:9]2([c:10]1[cH:11][cH:12][c:13]([C:22]#[N:23])[cH:14][c:15]1-[c:16]1[cH:17][cH:18][cH:19][cH:20][cH:21]1)[CH3:25]. RXN SMILES: [CH3:1][O:2][C:3]1[CH:4]=[C:5]([CH:9]=[C:10]([O:14][CH3:15])[C:11]=1[O:12][CH3:13])[C:6](Cl)=[O:7].[OH:16][CH2:17][C:18]#[C:19][C:20]([C:22]1[CH:27]=[C:26]([O:28][CH3:29])[C:25]([O:30][CH3:31])=[C:24]([O:32][CH3:33])[CH:23]=1)=[O:21].Cl>C(Cl)Cl.N1C=CC=CC=1>[CH3:1][O:2][C:3]1[CH:4]=[C:5]([CH:9]=[C:10]([O:14][CH3:15])[C:11]=1[O:12][CH3:13])[C:6]([O:16][CH2:17][C:18]#[C:19][C:20](=[O:21])[C:22]1[CH:27]=[C:26]([O:28][CH3:29])[C:25]([O:30][CH3:31])=[C:24]([O:32][CH3:33])[CH:23]=1)=[O:7]. Solvent: C(Cl)Cl (methylene chloride), C(Cl)Cl (methylene chloride), C(Cl)Cl (methylene chloride), N1=CC=CC=C1 (pyridine). Yields the product COC=1C=C(C(=O)OCC#CC(C2=CC(=C(C(=C2)OC)OC)OC)=O)C=C(C1OC)OC (3-(3,4,5-trimethoxybenzoyl)-2-propynyl 3,4,5-trimethoxybenzoate). Starting materials: OCC#CC(=O)C1=CC(=C(C(=C1)OC)OC)OC (4-hydroxy-1-(3,4,5-trimethoxyphenyl)-2-butyn-1-one), Cl (hydrochloric acid), COC=1C=C(C(=O)Cl)C=C(C1OC)OC (3,4,5-trimethoxybenzoyl chloride). Procedure details: 2.21 g (9.59 mmol) of 3,4,5-trimethoxybenzoyl chloride in 10 ml of methylene chloride and 1 ml of pyridine were o added simultaneously at 0° to a solution of 2.0 g (7.99 mmol) of 4-hydroxy-1-(3,4,5-trimethoxyphenyl)-2-butyn-1-one in 25 ml of methylene chloride. The reaction mixture was stirred at 0° for 30 minutes and at room temperature for 1.5 hours, Whereupon 30 ml of 0.5M hydrochloric acid and 100 ml of methylene chloride were added and the aqueous phase was extracted twice with methylene ch... Product: NCCCn1cnc2ccccc21. Starting materials: CCO, [Cl-], [H][H], [Na+], [Na+], [OH-], O, N#CCCn1cnc2ccccc21. As a reaction SMILES: [CH3:21][CH2:22][OH:23].[Cl-:19].[H:16][H:17].[Na+:15].[Na+:18].[OH-:14].[OH2:20].[n:1]1([CH2:10][CH2:11][C:12]#[N:13])[cH:2][n:3][c:4]2[c:5]1[cH:6][cH:7][cH:8][cH:9]2>>[n:1]1([CH2:10][CH2:11][CH2:12][NH2:13])[cH:2][n:3][c:4]2[c:5]1[cH:6][cH:7][cH:8][cH:9]2.